Dataset: the Open Reaction Database (ORD), a public repository of structured organic reaction records. Task: describe an organic reaction: reactants, conditions, products, and yield The reactants are BrC=1C(=C(SC1)C(C1=CC=NC=C1)=O)C(=O)OCC (ethyl 4-bromo-2-isonicotinoylthiophene-3-carboxylate), CNN (methyl-hydrazine). Run in CCO (EtOH). Product: BrC1=CSC=2C(=NN(C(C21)=O)C)C2=CC=NC=C2 (3-bromo-5-methyl-7-(pyridin-4-yl)thieno[2,3-d]pyridazin-4(5H)-one). The yield is 44.8%. As a reaction SMILES: [Br:1][C:2]1[C:3]([C:15]([O:17]CC)=O)=[C:4]([C:7](=O)[C:8]2[CH:13]=[CH:12][N:11]=[CH:10][CH:9]=2)[S:5][CH:6]=1.[CH3:20][NH:21][NH2:22]>CCO>[Br:1][C:2]1[C:3]2[C:15](=[O:17])[N:21]([CH3:20])[N:22]=[C:7]([C:8]3[CH:13]=[CH:12][N:11]=[CH:10][CH:9]=3)[C:4]=2[S:5][CH:6]=1. Procedure details: A suspension of ethyl 4-bromo-2-isonicotinoylthiophene-3-carboxylate (5.2 g, 15.94 mmol) and methyl-hydrazine (2.2 g, 47.8 mmol) in EtOH (40 mL) was heated to reflux overnight. After removal of the solvent, the crude product was purified by silica gel column and eluted with 5:1 PE/EtOAc to give the title compound as a white solid (2.3 g, 44.8% yield). LC-MS (Method C): m/z 322 (M+H)+, Rt: 1.75 min. 1H NMR (400 MHz, DMSO-d6): δ=8.80-8.78 (m, 2H), 8.28 (s, 1H), 7.81-7.80 (m, 1H), 3.81 (s, 3H). Starting materials: C(Cl)Cl (CH2Cl2), C(=O)([O-])[O-].[Na+].[Na+] (Na2CO3), BrC1=C(C=C(C(=N1)NCC1CCOCC1)Cl)Cl (6-bromo-3,5-dichloro-N-((tetrahydro-2H-pyran-4-yl)methyl)pyridin-2-amine), ClC=1C(=CC(=NC1)F)B(O)O (5-chloro-2-fluoropyridin-4-ylboronic acid). Reagents/catalysts: C1=CC=C(C=C1)P([C-]2C=CC=C2)C3=CC=CC=C3.C1=CC=C(C=C1)P([C-]2C=CC=C2)C3=CC=CC=C3.Cl[Pd]Cl.[Fe+2] (PdCl2(dppf)). Solvent: COCCOC (DME), CCOC(=O)C (EtOAc), C(=O)(O)[O-].[Na+] (NaHCO3). The product is ClC=1C(=NC(=C(C1)Cl)NCC1CCOCC1)C1=CC(=NC=C1Cl)F (3,5,5′-trichloro-2′-fluoro-N-((tetrahydro-2H-pyran-4-yl)methyl)-2,4′-bipyridin-6-amine). As a reaction SMILES: Br[C:2]1[N:7]=[C:6]([NH:8][CH2:9][CH:10]2[CH2:15][CH2:14][O:13][CH2:12][CH2:11]2)[C:5]([Cl:16])=[CH:4][C:3]=1[Cl:17].[Cl:18][C:19]1[C:20](B(O)O)=[CH:21][C:22]([F:25])=[N:23][CH:24]=1.C(Cl)Cl.C([O-])([O-])=O.[Na+].[Na+]>COCCOC.CCOC(C)=O.C([O-])(O)=O.[Na+].C1C=CC(P(C2C=CC=CC=2)[C-]2C=CC=C2)=CC=1.C1C=CC(P(C2C=CC=CC=2)[C-]2C=CC=C2)=CC=1.Cl[Pd]Cl.[Fe+2]>[Cl:17][C:3]1[C:2]([C:20]2[C:19]([Cl:18])=[CH:24][N:23]=[C:22]([F:25])[CH:21]=2)=[N:7][C:6]([NH:8][CH2:9][CH:10]2[CH2:15][CH2:14][O:13][CH2:12][CH2:11]2)=[C:5]([Cl:16])[CH:4]=1 |f:3.4.5,8.9,10.11.12.13|. Procedure: A mixture of 6-bromo-3,5-dichloro-N-((tetrahydro-2H-pyran-4-yl)methyl)pyridin-2-amine (1 g, 2.94 mmol), 5-chloro-2-fluoropyridin-4-ylboronic acid (0.774 g, 4.41 mmol), PdCl2(dppf).CH2Cl2 adduct (0.240 g, 0.294 mmol) in DME (12 mL) and 2M aqueous Na2CO3 solution (4 mL, 2.94 mmol) in a sealed tube was heated at 90° C. for 2 hr. The mixture was allowed to cool to ambient temperature and was diluted with EtOAc (˜100 mL) and saturated aqueous NaHCO3. The separated organic layer was washed with satura...